This data is from the Open Reaction Database (ORD), a public repository of structured organic reaction records. The task is: describe an organic reaction: reactants, conditions, products, and yield Reactants: C1CCNC1, ClCCl, [Na+], O, COc1ccc(O)cc1C=O, O=S(=O)([O-])O. Product: COc1ccc(O)cc1CN1CCCC1. RXN SMILES: [CH2:12]1[CH2:13][CH2:14][NH:15][CH2:16]1.[Cl:24][CH2:25][Cl:26].[Na+:23].[OH2:17].[OH:1][c:2]1[cH:3][cH:4][c:5]([O:10][CH3:11])[c:6]([CH:7]=[O:8])[cH:9]1.[S:18](=[O:19])(=[O:20])([OH:21])[O-:22]>>[OH:1][c:2]1[cH:3][cH:4][c:5]([O:10][CH3:11])[c:6]([CH2:7][N:15]2[CH2:14][CH2:13][CH2:12][CH2:16]2)[cH:9]1. Reactants: ClC1=CC=C(C=C1)O (4-chlorophenol), ClCC(=O)Cl (chloroacetyl chloride), [Cl-].[Al+3].[Cl-].[Cl-] (aluminum chloride). Reaction conditions: temperature 80 celsius, time 8 hour. The product is ClCC(=O)C1=C(C=CC(=C1)Cl)O (2-chloro-1-(5-chloro-2-hydroxy-phenyl)-ethanone). Isolated yield 63.0%. As a reaction SMILES: [Cl:1][C:2]1[CH:7]=[CH:6][C:5]([OH:8])=[CH:4][CH:3]=1.[Cl:9][CH2:10][C:11](Cl)=[O:12].[Cl-].[Al+3].[Cl-].[Cl-]>>[Cl:9][CH2:10][C:11]([C:6]1[CH:7]=[C:2]([Cl:1])[CH:3]=[CH:4][C:5]=1[OH:8])=[O:12] |f:2.3.4.5|. Reported procedure: (Ref: J. Org. Chem. 1955; 20; 813-818) A mixture of 4-chlorophenol (5 g; 39.0 mmol) and chloroacetyl chloride (3.41 mL; 42.8 mmol) was heated to 80° C. for 2.5 hours. Mixture cooled to 30° C. and aluminum chloride (5.2 g; 39.0 mmol) was added over 30 minutes. Mixture heated to 130° C. for 15 hours. Mixture cooled under N2 flow and reaction was quenched with 0.5 g of ice chuncks over 5 minutes. Mixture was treated with 12 mLs of 20% HCl and heated to 60° C. for 15 minutes (fumes generated). Mixtu... Starting materials: C(C)(=O)N1CC2=CC(=CC=C2CC1)Cl (2-acetyl-7-chloro-1,2,3,4-tetrahydroisoquinoline), S(O)(O)(=O)=O (sulfuric acid), S(O)(O)(=O)=O (sulfuric acid), [N+](=O)([O-])[O-].[K+] (potassium nitrate). Conditions: time 1 hour. Product: C(C)(=O)N1CC2=CC(=C(C=C2CC1)[N+](=O)[O-])Cl (2-acetyl-7-chloro-6-nitro-1,2,3,4-tetrahydroisoquinoline). Reaction SMILES: [C:1]([N:4]1[CH2:13][CH2:12][C:11]2[C:6](=[CH:7][C:8]([Cl:14])=[CH:9][CH:10]=2)[CH2:5]1)(=[O:3])[CH3:2].S(=O)(=O)(O)O.[N+:20]([O-])([O-:22])=[O:21].[K+]>>[C:1]([N:4]1[CH2:13][CH2:12][C:11]2[C:6](=[CH:7][C:8]([Cl:14])=[C:9]([N+:20]([O-:22])=[O:21])[CH:10]=2)[CH2:5]1)(=[O:3])[CH3:2] |f:2.3|. Reported procedure: A solution of 20.9 g. (0.1 mole) of 2-acetyl-7-chloro-1,2,3,4-tetrahydroisoquinoline in 100 ml. of concentrated sulfuric acid is treated with 10 g. (0.1 mole) of potassium nitrate dissolved in 150 ml. of concentrated sulfuric acid. The mixture is stirred for one hour, quenched on ice, made alkaline with ammonium hydroxide and filtered to yield 2-acetyl-7-chloro-6-nitro-1,2,3,4-tetrahydroisoquinoline. Reactants: O (water), Triethyl phosphonoacetate, [H-].[Na+] (sodium hydride), ClC=1C=C2C(CC3(CCC3)OC2=CC1)=O (6-Chlorospiro[chromene-2,1′-cyclobutan]-4(3H)-one). The solvent is CO (methanol), O1CCCC1 (tetrahydrofuran), O1CCCC1 (tetrahydrofuran). The product is ClC=1C=C2\C(\CC3(CCC3)OC2=CC1)=C\C(=O)OCC (Ethyl (2E)-(6-chlorospiro[chromene-2,1′-cyclobutan]-4(3H)-ylidene)acetate). As a reaction SMILES: [H-].[Na+].[Cl:3][C:4]1[CH:5]=[C:6]2[C:14](=[CH:15][CH:16]=1)[O:13][C:9]1([CH2:12][CH2:11][CH2:10]1)[CH2:8][C:7]2=O.[OH2:18]>O1CCCC1.CO>[Cl:3][C:4]1[CH:5]=[C:6]2[C:14](=[CH:15][CH:16]=1)[O:13][C:9]1([CH2:12][CH2:11][CH2:10]1)[CH2:8]/[C:7]/2=[CH:8]\[C:9]([O:13][CH2:14][CH3:6])=[O:18] |f:0.1|. Procedure: Triethyl phosphonoacetate (4.03 g, 17.897 mmol) was added over 15 min to a stirred and cooled mixture of sodium hydride (431 mg, 17.897 mmol) in anhydrous tetrahydrofuran (25 ml). The reaction mixture was stirred for 30 min and then added 6-Chlorospiro[chromene-2,1′-cyclobutan]-4(3H)-one (2 g, 8.948 mmol) in anhydrous tetrahydrofuran. The reaction mixture was stirred at the same temperature under nitrogen for 24 h. The reaction mixture was diluted with methanol and water and the product was extr... The reactants are C(C1=CC=CC=C1)N(S(=O)(=O)C1=C(C=CC=C1)NC1=CC(=NN1C1=C(C=CC=C1)C)C(C)(C)C)CC1=CC=CC=C1 (N,N-dibenzyl-2-{[3-tert-butyl-1-(2-methylphenyl)-1H-pyrazol-5-yl]amino}benzenesulfonamide), OS(=O)(=O)O (H2SO4), [OH-].[Na+] (NaOH). Run at time 20 minute. Yields the product C(C)(C)(C)C1=NN(C(=C1)NC1=C(C=CC=C1)S(=O)(=O)N)C1=C(C=CC=C1)C (2-{[3-tert-butyl-1-(2-methylphenyl)-1H-pyrazol-5-yl]amino}benzenesulfonamide). The yield is 64.4%. RXN SMILES: C([N:8](CC1C=CC=CC=1)[S:9]([C:12]1[CH:17]=[CH:16][CH:15]=[CH:14][C:13]=1[NH:18][C:19]1[N:23]([C:24]2[CH:29]=[CH:28][CH:27]=[CH:26][C:25]=2[CH3:30])[N:22]=[C:21]([C:31]([CH3:34])([CH3:33])[CH3:32])[CH:20]=1)(=[O:11])=[O:10])C1C=CC=CC=1.OS(O)(=O)=O.[OH-].[Na+]>>[C:31]([C:21]1[CH:20]=[C:19]([NH:18][C:13]2[CH:14]=[CH:15][CH:16]=[CH:17][C:12]=2[S:9]([NH2:8])(=[O:10])=[O:11])[N:23]([C:24]2[CH:29]=[CH:28][CH:27]=[CH:26][C:25]=2[CH3:30])[N:22]=1)([CH3:34])([CH3:33])[CH3:32] |f:2.3|. Reported procedure: N,N-Dibenzyl-2-{[3-tert-butyl-1-(2-methylphenyl)-1H-pyrazol-5-yl]amino}benzene-sulfonamide (from Step 2, 240 mg, 0.42 mmol) was added to conc H2SO4 (3 mL), and the mixture was vigorously stirred for 20 min. The mixture was poured onto ice, and conc NaOH solution was added until a pH of ˜7.5 was reached. The aqueous layer was extracted 2× with EtOAc, and the combined organic layers were dried with Na2SO4, filtered, and concentrated under reduced pressure. Purification by silica gel flash chromato... The reactants are C(C)OC(CS(=O)(=O)NC1=NC=C(C(=C1)C(C1=C(C=CC(=C1)F)F)S(=O)(=O)C1=CC=C(C=C1)Cl)Cl)=O (Ethyl[[[5-Chloro-4-[(4-chlorophenylsulfonyl)(2,5-difluorophenyl)methyl]pyridin-2-yl]amino]sulfonyl]acetate), FC(C(=O)O)(F)F (trifluoroacetic acid), O.[OH-].[Li+] (lithium hydroxide monohydrate), Cl (hydrochloric acid). Solvent: O1CCCC1 (tetrahydrofuran), O (water), CO (methanol), C(Cl)Cl (methylene chloride). Reaction conditions: time 2 hour. Product: ClC=1C(=CC(=NC1)NS(=O)(=O)CC(=O)O)C(C1=C(C=CC(=C1)F)F)S(=O)(=O)C1=CC=C(C=C1)Cl ([[[5-Chloro-4-[(4-chlorophenylsulfonyl)(2,5-difluorophenyl)methyl]pyridin-2-yl]amino]sulfonyl]acetic acid). Yield: 94.2%. Reaction SMILES: C([O:3][C:4](=[O:36])[CH2:5][S:6]([NH:9][C:10]1[CH:15]=[C:14]([CH:16]([S:25]([C:28]2[CH:33]=[CH:32][C:31]([Cl:34])=[CH:30][CH:29]=2)(=[O:27])=[O:26])[C:17]2[CH:22]=[C:21]([F:23])[CH:20]=[CH:19][C:18]=2[F:24])[C:13]([Cl:35])=[CH:12][N:11]=1)(=[O:8])=[O:7])C.O.[OH-].[Li+].Cl.FC(F)(F)C(O)=O>O1CCCC1.O.C(Cl)Cl.CO>[Cl:35][C:13]1[C:14]([CH:16]([S:25]([C:28]2[CH:33]=[CH:32][C:31]([Cl:34])=[CH:30][CH:29]=2)(=[O:27])=[O:26])[C:17]2[CH:22]=[C:21]([F:23])[CH:20]=[CH:19][C:18]=2[F:24])=[CH:15][C:10]([NH:9][S:6]([CH2:5][C:4]([OH:36])=[O:3])(=[O:8])=[O:7])=[N:11][CH:12]=1 |f:1.2.3|. Reported procedure: To a solution of the ethyl[[[5-chloro-4-[(4-chlorophenylsulfonyl)(2,5-difluorophenyl)methyl]pyridin-2-yl]amino]sulfonyl]acetate (60 mg, 0.104 mmol) obtained in Example 283 in a mixture of tetrahydrofuran (5 ml) and water (1 ml) was added lithium hydroxide monohydrate (9.1 mg, 0.218 mmol). The resulting mixture was stirred at room temperature for 2 hours. To the reaction mixture was added 1N hydrochloric acid. The resulting mixture was extracted with methylene chloride. The extract was dried over... The reactants are C(CCCCCCC)NC(=O)NC1=CC=CC=C1 (N-octyl-N′-phenylurea), ClS(=O)(=O)O (chlorosulfonic acid). Reaction conditions: time 14 hour. The product is C(CCCCCCC)NC(=O)NC1=CC=C(C=C1)S(=O)(=O)Cl (4-{[(Octylamino)carbonyl]amino}benzenesulfonyl Chloride). The yield is 15.3%. Reaction SMILES: [CH2:1]([NH:9][C:10]([NH:12][C:13]1[CH:18]=[CH:17][CH:16]=[CH:15][CH:14]=1)=[O:11])[CH2:2][CH2:3][CH2:4][CH2:5][CH2:6][CH2:7][CH3:8].[Cl:19][S:20](O)(=[O:22])=[O:21]>>[CH2:1]([NH:9][C:10]([NH:12][C:13]1[CH:18]=[CH:17][C:16]([S:20]([Cl:19])(=[O:22])=[O:21])=[CH:15][CH:14]=1)=[O:11])[CH2:2][CH2:3][CH2:4][CH2:5][CH2:6][CH2:7][CH3:8]. Procedure: N-octyl-N′-phenylurea (10 g, 215 mmol) was dissolved in chlorosulfonic acid 925 g and stirred for 14 hours at ambient temperature. The reaction was poured into ice and extracted with ethyl acetate. The organic layer was washed with cold, dilute aqueous sodium bicarbonate, then dried (Na2SO4). The solvent was evaporated in vacuo to give the product as a white solid (11.46 g, 33 mmol). Starting materials: C(C1=CC=CC=C1)OC1=CC=C(OC[C@H](CNCCC2=CC=C(OC3CCN(CC3)C(=O)NCCCCCCCC)C=C2)O)C=C1 (4-{4-[2-({(2S)-3-[4-(benzyloxy)phenoxy]-2-hydroxypropyl}amino)ethyl]phenoxy}-N-octyl-1-piperidinecarboxamide). Reagents/catalysts: [Pd] (palladium on carbon). Solvent: C(C)O (ethanol). Conditions: time 11 hour. Product: O[C@@H](CNCCC1=CC=C(OC2CCN(CC2)C(=O)NCCCCCCCC)C=C1)COC1=CC=C(C=C1)O (4-[4-(2-{[(2S)-2-Hydroxy-3-(4-hydroxyphenoxy)propyl]amino]ethyl)phenoxy}-N-octyl-1-piperidinecarboxamide). The yield is 53.1%. As a reaction SMILES: C([O:8][C:9]1[CH:46]=[CH:45][C:12]([O:13][CH2:14][C@@H:15]([OH:44])[CH2:16][NH:17][CH2:18][CH2:19][C:20]2[CH:43]=[CH:42][C:23]([O:24][CH:25]3[CH2:30][CH2:29][N:28]([C:31]([NH:33][CH2:34][CH2:35][CH2:36][CH2:37][CH2:38][CH2:39][CH2:40][CH3:41])=[O:32])[CH2:27][CH2:26]3)=[CH:22][CH:21]=2)=[CH:11][CH:10]=1)C1C=CC=CC=1>[Pd].C(O)C>[OH:44][C@H:15]([CH2:14][O:13][C:12]1[CH:45]=[CH:46][C:9]([OH:8])=[CH:10][CH:11]=1)[CH2:16][NH:17][CH2:18][CH2:19][C:20]1[CH:21]=[CH:22][C:23]([O:24][CH:25]2[CH2:26][CH2:27][N:28]([C:31]([NH:33][CH2:34][CH2:35][CH2:36][CH2:37][CH2:38][CH2:39][CH2:40][CH3:41])=[O:32])[CH2:29][CH2:30]2)=[CH:42][CH:43]=1. Procedure details: A suspension of 4-{4-[2-({(2S)-3-[4-(benzyloxy)phenoxy]-2-hydroxypropyl}amino)ethyl]phenoxy}-N-octyl-1-piperidinecarboxamide (0.2 g, 0.32 mmol), and 10% palladium on carbon (0.3 g) in ethanol (5 mL) was stirred under atmospheric hydrogen for 11 hours. The catalyst was filtered and the filtrate evaporated in vacuo to a residue (0.1 g). The residue was treated with a solution of anhydrous hydrogen chloride in methanol followed by ethyl acetate and diethyl ether. The precipitate was filtered and af...